From a dataset of the Open Reaction Database (ORD), a public repository of structured organic reaction records. describe an organic reaction: reactants, conditions, products, and yield The reactants are C1(=CC=CC=C1)[Bi](C1=CC=CC=C1)C1=CC=CC=C1 (triphenylbismuth), O1CCOCC1 (dioxane), C(C1=CC=CC=C1)(=O)C1=C(C(=O)O)C=CC=C1 (benzoylbenzoic acid), O1CCOCC1 (dioxane). Conditions: temperature 110 celsius. Product: C(C1=CC=CC=C1)(=O)OC(C1=CC=CC=C1)=O.[Bi+3] (Bismuth(III)benzoyl benzoate). Reaction SMILES: C1([Bi:7]([C:14]2[CH:19]=[CH:18][CH:17]=[CH:16][CH:15]=2)C2C=CC=CC=2)C=CC=CC=1.C([C:28]1[CH:36]=[CH:35][CH:34]=[CH:33][C:29]=1[C:30]([OH:32])=[O:31])(=O)C1C=CC=CC=1.[O:37]1CCOC[CH2:38]1>>[C:30]([O:32][C:38](=[O:37])[C:14]1[CH:15]=[CH:16][CH:17]=[CH:18][CH:19]=1)(=[O:31])[C:29]1[CH:28]=[CH:36][CH:35]=[CH:34][CH:33]=1.[Bi+3:7] |f:3.4|. Procedure details: In a dry three-neck-flask, 1.5 g (3.4 mmol) triphenylbismuth dissolved in 5 ml dioxane is added to a solution of 2.31 g (10.2 mmol) benzoylbenzoic acid in 3 ml dioxane under argon and the resulting solution is heated to 110° C. for 1.5 hours. The mixture is cooled to room temperature and concentrated yielding 1.5 g of the product. The structure is confirmed by 1H-NMR and 13C-NMR spectra. The reactants are CCCCc1nc2ncc(Br)c(C)c2[nH]1, [Li]C(C)(C)C, C1CCOC1, CO. Product: CCCCc1nc2nccc(C)c2[nH]1. RXN SMILES: [Br:1][c:2]1[c:3]([CH3:15])[c:4]2[c:5]([n:6][cH:7]1)[n:8][c:9]([CH2:11][CH2:12][CH2:13][CH3:14])[nH:10]2.[C:16]([Li:17])([CH3:18])([CH3:19])[CH3:20].[CH2:23]1[O:24][CH2:25][CH2:26][CH2:27]1.[CH3:21][OH:22]>>[cH:2]1[c:3]([CH3:15])[c:4]2[c:5]([n:6][cH:7]1)[n:8][c:9]([CH2:11][CH2:12][CH2:13][CH3:14])[nH:10]2. Reactants: N1=CC(=CC=C1)CCC(=O)O (3-(3-pyridyl)-propionic acid), O=C1N(C(C(=C1C1=CC=CC=C1)C1=CC=CC=C1)=O)CCCCN.Cl (4-(2,5-dioxo-3,4-diphenyl-2,5-dihydropyrrol-1-yl)-butylamine•hydrochloride), C(C(=O)Cl)(=O)Cl (oxalyl chloride), TEA. Yields the product O=C1N(C(C(=C1C1=CC=CC=C1)C1=CC=CC=C1)=O)CCCCNC(CCC=1C=NC=CC1)=O (N-[4-(2,5-dioxo-3,4-diphenyl-2,5-dihydropyrrol-1-yl)-butyl]-3-pyridin-3-yl-propionamide). RXN SMILES: [N:1]1[CH:6]=[CH:5][CH:4]=[C:3]([CH2:7][CH2:8][C:9]([OH:11])=O)[CH:2]=1.C(Cl)(=O)C(Cl)=O.[O:18]=[C:19]1[C:23]([C:24]2[CH:29]=[CH:28][CH:27]=[CH:26][CH:25]=2)=[C:22]([C:30]2[CH:35]=[CH:34][CH:33]=[CH:32][CH:31]=2)[C:21](=[O:36])[N:20]1[CH2:37][CH2:38][CH2:39][CH2:40][NH2:41].Cl>>[O:18]=[C:19]1[C:23]([C:24]2[CH:25]=[CH:26][CH:27]=[CH:28][CH:29]=2)=[C:22]([C:30]2[CH:31]=[CH:32][CH:33]=[CH:34][CH:35]=2)[C:21](=[O:36])[N:20]1[CH2:37][CH2:38][CH2:39][CH2:40][NH:41][C:9](=[O:11])[CH2:8][CH2:7][C:3]1[CH:2]=[N:1][CH:6]=[CH:5][CH:4]=1 |f:2.3|. Procedure details: Batch size: 2.1 g (13.8 mmol) 3-(3-pyridyl)-propionic acid, 1.6 ml (47.4 mmol) oxalyl chloride, 3.8 ml (27.4 mmol) TEA and 4.0 g (12.5 mmol) 4-(2,5-dioxo-3,4-diphenyl-2,5-dihydropyrrol-1-yl)-butylamine•hydrochloride. Starting materials: CI, [Cl-], [H-], [NH4+], [Na+], CN(C)C=O, COC(=O)c1n[nH]c2ccccc12. Product: COC(=O)c1c2ccccc2nn1C. RXN SMILES: [CH3:16][I:17].[Cl-:18].[H-:14].[NH4+:19].[Na+:15].[O:20]=[CH:21][N:22]([CH3:23])[CH3:24].[nH:1]1[n:2][c:3]([C:10](=[O:11])[O:12][CH3:13])[c:4]2[cH:5][cH:6][cH:7][cH:8][c:9]12>>[n:1]1[n:2]([CH3:16])[c:3]([C:10](=[O:11])[O:12][CH3:13])[c:4]2[cH:5][cH:6][cH:7][cH:8][c:9]12. Yields the product Cl, c1cncc(OCC2CNCCN2c2nc3ncccc3o2)c1. As a reaction SMILES: [CH2:2]1[O:3][CH2:4][CH2:5][O:6][CH2:7]1.[CH3:38][OH:39].[ClH:1].[o:8]1[c:9]([N:17]2[CH:18]([CH2:30][O:31][c:32]3[cH:33][n:34][cH:35][cH:36][cH:37]3)[CH2:19][N:20]([C:23]([O:24][C:25]([CH3:26])([CH3:27])[CH3:28])=[O:29])[CH2:21][CH2:22]2)[n:10][c:11]2[n:12][cH:13][cH:14][cH:15][c:16]12>>[ClH:1].[o:8]1[c:9]([N:17]2[CH:18]([CH2:30][O:31][c:32]3[cH:33][n:34][cH:35][cH:36][cH:37]3)[CH2:19][NH:20][CH2:21][CH2:22]2)[n:10][c:11]2[n:12][cH:13][cH:14][cH:15][c:16]12. Starting materials: C1COCCO1, CO, Cl, CC(C)(C)OC(=O)N1CCN(c2nc3ncccc3o2)C(COc2cccnc2)C1. Reactants: CO, CC(C)=O, [Na+], [OH-], O, O=C1OC(c2ccco2)=NC1=Cc1ccc(-c2ccccc2)o1. The product is O=C(O)C(=Cc1ccc(-c2ccccc2)o1)NC(=O)c1ccco1. RXN SMILES: [CH3:27][OH:28].[CH3:29][C:30](=[O:31])[CH3:32].[Na+:2].[OH-:1].[OH2:3].[o:4]1[c:5]([C:9]2=[N:13][C:12](=[CH:14][c:15]3[o:16][c:17](-[c:20]4[cH:21][cH:22][cH:23][cH:24][cH:25]4)[cH:18][cH:19]3)[C:11](=[O:26])[O:10]2)[cH:6][cH:7][cH:8]1>>[O:1]=[C:9]([c:5]1[o:4][cH:8][cH:7][cH:6]1)[NH:13][C:12]([C:11]([OH:10])=[O:26])=[CH:14][c:15]1[o:16][c:17](-[c:20]2[cH:21][cH:22][cH:23][cH:24][cH:25]2)[cH:18][cH:19]1. Reactants: Cl.Cl.NC1=C(SC(=C1N)C)C (3,4-diamino-2,5-dimethylthiophene dihydrochloride), C1CCOC1 (THF), CC=1C(=CSC1)N=C=S (4-methyl-3-thienyl isothiocyanate). Run in C(C)N(CC)CC (triethylamine). Run at time 30 minute. The product is NC1=C(SC(=C1NC(=S)NC1=CSC=C1C)C)C (N-(3-Amino-2,5-dimethyl-4-thienyl)-N′-(4-methyl-3-thienyl)thiourea). As a reaction SMILES: Cl.Cl.[NH2:3][C:4]1[C:8]([NH2:9])=[C:7]([CH3:10])[S:6][C:5]=1[CH3:11].C1COCC1.[CH3:17][C:18]1[C:19]([N:23]=[C:24]=[S:25])=[CH:20][S:21][CH:22]=1>C(N(CC)CC)C>[NH2:3][C:4]1[C:8]([NH:9][C:24]([NH:23][C:19]2[C:18]([CH3:17])=[CH:22][S:21][CH:20]=2)=[S:25])=[C:7]([CH3:10])[S:6][C:5]=1[CH3:11] |f:0.1.2|. Procedure details: A mixture of 1 g of 3,4-diamino-2,5-dimethylthiophene dihydrochloride, 60 ml of anhydrous THF and 1.05 g of triethylamine was stirred at room temperature for 30 minutes and then admixed with 0.902 g of 4-methyl-3-thienyl isothiocyanate. After the mixture had been heated to 35–40° C. for 15 minutes, it was stirred for approx. 18 hours, the solvent was distilled off and the residue was admixed with water and extracted repeatedly with ethyl acetate. After the solvent of the combined organic phases ... The reactants are P(=O)(Br)(Br)Br (phosphorus oxybromide), C(CC)C=1C=CC(NN1)=O (6-propyl-3(2H)-pyridazinone), O (water), C(O)([O-])=O.[Na+] (sodium hydrogen carbonate). Run in C1(=CC=CC=C1)C (toluene), C1(=CC=CC=C1)C (toluene). Conditions: temperature 80 celsius. The product is BrC=1N=NC(=CC1)CCC (3-bromo-6-propylpyridazine). Isolated yield 48.0%. RXN SMILES: [CH2:1]([C:4]1[CH:5]=[CH:6][C:7](=O)[NH:8][N:9]=1)[CH2:2][CH3:3].P(Br)(Br)([Br:13])=O.O.C(=O)([O-])O.[Na+]>C1(C)C=CC=CC=1>[Br:13][C:7]1[N:8]=[N:9][C:4]([CH2:1][CH2:2][CH3:3])=[CH:5][CH:6]=1 |f:3.4|. Procedure: 11.75 g of 6-propyl-3(2H)-pyridazinone were dissolved in 70 ml of absolute toluene while warming in a sulphonation flask under nitrogen, heated to 80° C. and treated dropwise while stirring well within 30 minutes with a solution of 24.4 g of phosphorus oxybromide in 24.4 g of absolute toluene. The mixture was subsequently stirred under reflux for a further 3 hours. After completion of the reaction, the mixture was poured into 200 ml of water and neutralized with solid sodium hydrogen carbonate. ...